Dataset: the Open Reaction Database (ORD), a public repository of structured organic reaction records. Task: describe an organic reaction: reactants, conditions, products, and yield Reaction SMILES: C([Li])CCC.C(NC(C)C)(C)C.[C:13]([O:17][C:18]([NH:20][C@H:21]([C@H:29]1[O:33][C:32](=[O:34])[CH2:31][CH2:30]1)[CH2:22][CH:23]1[CH2:28][CH2:27][CH2:26][CH2:25][CH2:24]1)=[O:19])([CH3:16])([CH3:15])[CH3:14].[CH3:35][C:36]([CH3:38])=[O:37].[Cl-].[NH4+]>CCCCCC.O1CCCC1>[C:13]([O:17][C:18]([NH:20][C@H:21]([C@H:29]1[O:33][C:32](=[O:34])[C@H:31]([C:36]([OH:37])([CH3:38])[CH3:35])[CH2:30]1)[CH2:22][CH:23]1[CH2:24][CH2:25][CH2:26][CH2:27][CH2:28]1)=[O:19])([CH3:16])([CH3:14])[CH3:15] |f:4.5|. Conditions: time 30 minute. Procedure details: 15.81 ml (25.3 mmole) of butyllithium (as a 1.6M solution in hexane) were added, at -78° C. and under an atmosphere of nitrogen, to a solution of 3.55 ml (25.3 mmole) of diisopropylamine in 30 ml of anhydrous tetrahydrofuran, and the mixture was stirred for 30 minutes. A solution of 3.58 g (11.5 mmole) of (5S)-5-[(1S)-1-(t-butoxycarbonyl)amino-2-cyclohexylethyl]dihydrofuran-2(3H)-one in 10 ml of anhydrous tetrahydrofuran was then added to the mixture, and the mixture was stirred at -78° C. for 1... Run in CCCCCC (hexane), O1CCCC1 (tetrahydrofuran), O1CCCC1 (tetrahydrofuran). The yield is 86.0%. The reactants are C(CCC)[Li] (butyllithium), solution, C(C)(C)NC(C)C (diisopropylamine), [Cl-].[NH4+] (ammonium chloride), CC(=O)C (acetone), C(C)(C)(C)OC(=O)N[C@@H](CC1CCCCC1)[C@@H]1CCC(O1)=O ((5S)-5-[(1S)-1-(t-butoxycarbonyl)amino-2-cyclohexylethyl]dihydrofuran-2(3H)-one). Yields the product C(C)(C)(C)OC(=O)N[C@@H](CC1CCCCC1)[C@@H]1C[C@H](C(O1)=O)C(C)(C)O ((3S, 5S)-5-[(1S)-1-(t-Butoxycarbonyl)amino-2-cyclohexylethyl]-3-(1-hydroxy-1-methylethyl)dihydrofuran-2(3H)-one). Starting materials: [OH-].[Na+] (sodium hydroxide), NC1=NC(C2=CC=CC=C12)(C1=CC(=NC(=C1)Cl)Cl)C=1C=C(C=CC1)O (3-(3-amino-1-(2,6-dichloropyridin-4-yl)-1H-isoindol-1-yl)phenol), ClC1=C(C(=NN1C)C)S(=O)(=O)Cl (5-Chloro-1,3-dimethyl-1H-pyrazole-4-sulfonyl chloride). Run in O1CCCC1 (tetrahydrofuran). The product is ClC1=C(C(=NN1C)C)S(=O)(=O)OC1=CC(=CC=C1)C1(N=C(C2=CC=CC=C12)N)C1=CC(=NC(=C1)Cl)Cl (3-[3-Amino-1-(2,6-dichloropyridin-4-yl)-1H-isoindol-1-yl]phenyl 5-chloro-1,3-dimethyl-1H-pyrazole-4-sulfonate). The yield is 27.1%. RXN SMILES: [OH-].[Na+].[NH2:3][C:4]1[C:12]2[C:7](=[CH:8][CH:9]=[CH:10][CH:11]=2)[C:6]([C:21]2[CH:22]=[C:23]([OH:27])[CH:24]=[CH:25][CH:26]=2)([C:13]2[CH:18]=[C:17]([Cl:19])[N:16]=[C:15]([Cl:20])[CH:14]=2)[N:5]=1.[Cl:28][C:29]1[N:33]([CH3:34])[N:32]=[C:31]([CH3:35])[C:30]=1[S:36](Cl)(=[O:38])=[O:37]>O1CCCC1>[Cl:28][C:29]1[N:33]([CH3:34])[N:32]=[C:31]([CH3:35])[C:30]=1[S:36]([O:27][C:23]1[CH:24]=[CH:25][CH:26]=[C:21]([C:6]2([C:13]3[CH:14]=[C:15]([Cl:20])[N:16]=[C:17]([Cl:19])[CH:18]=3)[C:7]3[C:12](=[CH:11][CH:10]=[CH:9][CH:8]=3)[C:4]([NH2:3])=[N:5]2)[CH:22]=1)(=[O:37])=[O:38] |f:0.1|. Reported procedure: Aqueous sodium hydroxide (2.0 M, 0.559 ml, 1.12 mmol) was added to a solution of 3-(3-amino-1-(2,6-dichloropyridin-4-yl)-1H-isoindol-1-yl)phenol (Scheme #19, D, 0.069 g, 0.19 mmol) in tetrahydrofuran (1 mL) at 0° C. 5-Chloro-1,3-dimethyl-1H-pyrazole-4-sulfonyl chloride (0.051 g, 0.22 mmol) was then added to the reaction mixture. After 30 minutes the reaction mixture was partitioned between ethyl acetate and water. The organic layer was washed with brine, dried over magnesium sulfate and evaporat... Starting materials: CC(C)(C)[Si](C)(C)Cl, CN(C)C=O, CCCCCC, ClC(Cl)Cl, O=c1ccn(C2OC(CO)C(O)C2O)c(=O)[nH]1, c1c[nH]cn1. Yields the product CC(C)(C)[Si](C)(C)C(O)C1OC(n2ccc(=O)[nH]c2=O)C(O)C1O. As a reaction SMILES: [C:23]([CH3:24])([CH3:25])([CH3:26])[Si:27]([Cl:28])([CH3:29])[CH3:30].[CH3:35][N:36]([CH3:37])[CH:38]=[O:39].[CH3:40][CH2:41][CH2:42][CH2:43][CH2:44][CH3:45].[CH:31]([Cl:32])([Cl:33])[Cl:34].[OH:1][CH2:2][CH:3]1[O:4][CH:5]([n:10]2[cH:11][cH:12][c:13](=[O:14])[nH:15][c:16]2=[O:17])[CH:6]([OH:7])[CH:8]1[OH:9].[nH:18]1[cH:19][cH:20][n:21][cH:22]1>>[OH:1][CH:2]([CH:3]1[O:4][CH:5]([n:10]2[cH:11][cH:12][c:13](=[O:14])[nH:15][c:16]2=[O:17])[CH:6]([OH:7])[CH:8]1[OH:9])[Si:27]([C:23]([CH3:24])([CH3:25])[CH3:26])([CH3:29])[CH3:30]. Reactants: ClC1=C(C=CC=C1)C=1N=C(N(C1C1=C(C=CC=C1)Cl)CCCCCCCC(=O)OCC)C1=CC=CC=C1 (4,5-Bis(2-chlorophenyl)-1-(7-ethoxycarbonylheptyl)-2-phenylimidazole), [OH-].[Na+] (sodium hydroxide). Yields the product C(=O)(O)CCCCCCCN1C(=NC(=C1C1=C(C=CC=C1)Cl)C1=C(C=CC=C1)Cl)C1=CC=CC=C1 (1-(7-carboxyheptyl)-4,5-bis(2-chloro-phenyl)-2-phenylimidazole). The yield is 72.8%. RXN SMILES: [Cl:1][C:2]1[CH:7]=[CH:6][CH:5]=[CH:4][C:3]=1[C:8]1[N:9]=[C:10]([C:32]2[CH:37]=[CH:36][CH:35]=[CH:34][CH:33]=2)[N:11]([CH2:20][CH2:21][CH2:22][CH2:23][CH2:24][CH2:25][CH2:26][C:27]([O:29]CC)=[O:28])[C:12]=1[C:13]1[CH:18]=[CH:17][CH:16]=[CH:15][C:14]=1[Cl:19].[OH-].[Na+]>>[C:27]([CH2:26][CH2:25][CH2:24][CH2:23][CH2:22][CH2:21][CH2:20][N:11]1[C:12]([C:13]2[CH:18]=[CH:17][CH:16]=[CH:15][C:14]=2[Cl:19])=[C:8]([C:3]2[CH:4]=[CH:5][CH:6]=[CH:7][C:2]=2[Cl:1])[N:9]=[C:10]1[C:32]1[CH:37]=[CH:36][CH:35]=[CH:34][CH:33]=1)([OH:29])=[O:28] |f:1.2|. Procedure details: 4,5-Bis(2-chlorophenyl)-1-(7-ethoxycarbonylheptyl)-2-phenylimidazole (1.9 g) was reacted with 2N sodium hydroxide in a method similar to Example 10. The aqueous reaction mixture was evaporated to remove ethanol and acidified to pH 5 with 2N aqueous hydrochloric acid. The resulting white solid was collected and recrystallisation from ethanol gave 1-(7-carboxyheptyl)-4,5-bis(2-chloro-phenyl)-2-phenylimidazole (1.31 g, 73%) as a white solid, m.p. 198°. Found: C, 68.53; H, 5.60; N, 5.37; Cl, 14.79%;... The reactants are O[C@H](C(=O)N1CC=C(CC1)C1=C(C=C(C=C1F)N1C(O[C@H](C1)CNC1=NC=CN=C1)=O)F)CO (3-(4-(1-(2(S),3-Dihydroxypropanoyl)-1,2,5,6-tetrahydropyrid-4-yl)-3,5-difluorophenyl)-5(S)-pyrazin-2-ylaminomethyloxazolidin-2-one), C(C)(=O)OCC (ethyl acetate), C(C)(C)(C)OC(=O)NC1=NC=CC=N1 (2-(t-butoxycarbonylamino)pyrimidine), N1=CC=NC=C1 (pyrazine). Solvent: ClCCl (dichloromethane). The product is CC1(OC[C@H](O1)C(=O)N1CC=C(CC1)C1=C(C=C(C=C1F)N1C(O[C@H](C1)CN(C(=O)OC(C)(C)C)C1=NC=CC=N1)=O)F)C (3-(4-(1-(2,2-Dimethyl-1,3-dioxolan-4(S)-ylcarbonyl)-1,2,5,6-tetrahydropyrid-4-yl)-3,5-difluorophenyl)-5(R)-(N-(t-butoxycarbonyl)pyrimidin-2-ylaminomethyl)oxazolidin-2-one). RXN SMILES: [OH:1][C@@H:2]([CH2:33][OH:34])[C:3]([N:5]1[CH2:10][CH2:9][C:8]([C:11]2[C:16]([F:17])=[CH:15][C:14]([N:18]3[CH2:22][C@H:21]([CH2:23]NC4C=NC=CN=4)[O:20][C:19]3=[O:31])=[CH:13][C:12]=2[F:32])=[CH:7][CH2:6]1)=[O:4].[C:35]([O:39][C:40]([NH:42][C:43]1[N:48]=[CH:47][CH:46]=[CH:45][N:44]=1)=[O:41])([CH3:38])([CH3:37])[CH3:36].N1[CH:54]=[CH:53]N=CC=1.[C:55](OCC)(=O)C>ClCCl>[CH3:55][C:53]1([CH3:54])[O:1][C@H:2]([C:3]([N:5]2[CH2:10][CH2:9][C:8]([C:11]3[C:12]([F:32])=[CH:13][C:14]([N:18]4[CH2:22][C@H:21]([CH2:23][N:42]([C:43]5[N:44]=[CH:45][CH:46]=[CH:47][N:48]=5)[C:40]([O:39][C:35]([CH3:38])([CH3:36])[CH3:37])=[O:41])[O:20][C:19]4=[O:31])=[CH:15][C:16]=3[F:17])=[CH:7][CH2:6]2)=[O:4])[CH2:33][O:34]1. Procedure details: Essentially the technique for the appropriate intermediate of Example 22 was used, but substituting 2-(t-butoxycarbonylamino)pyrimidine (293 mg, 1.5 mM) for the pyrazine analogue. To complete the reaction, heating at 80° for 1 hour was necessary, and the chromatography was carried out with a gradient from 0% to 50% ethyl acetate in dichloromethane containing 2% triethylamine. Relevant fractions were combined to give the desired product (427 mg). NMR (DMSO-d6) δ: 1.32 (s, 3H); 1.34 (s, 3H); 1.41 ... The reactants are O=C(c1ncc[nH]1)c1ncc[nH]1, CNOC, CCOC(C)=O, CN(C)C=O, O, O=C(O)c1ccc2ncccc2c1. The product is CON(C)C(=O)c1ccc2ncccc2c1. RXN SMILES: [C:14]([c:15]1[nH:16][cH:17][cH:18][n:19]1)([c:20]1[nH:21][cH:22][cH:23][n:24]1)=[O:25].[CH3:26][NH:27][O:28][CH3:29].[CH3:35][CH2:36][O:37][C:38]([CH3:39])=[O:40].[O:30]=[CH:31][N:32]([CH3:33])[CH3:34].[OH2:41].[n:1]1[cH:2][cH:3][cH:4][c:5]2[cH:6][c:7]([C:11](=[O:12])[OH:13])[cH:8][cH:9][c:10]12>>[n:1]1[cH:2][cH:3][cH:4][c:5]2[cH:6][c:7]([C:11](=[O:13])[N:27]([CH3:26])[O:28][CH3:29])[cH:8][cH:9][c:10]12. Reactants: BrB(Br)Br, COC(=O)c1ccc2c(C3CCCCC3)c3n(c2c1)CCC(=O)N(CCN(C)C)Cc1ccccc1-3, ClCCl. Yields the product CN(C)CCN1Cc2ccccc2-c2c(C3CCCCC3)c3ccc(C(=O)O)cc3n2CCC1=O. As a reaction SMILES: [B:37]([Br:38])([Br:39])[Br:40].[CH:1]1([c:7]2[c:8]3[cH:9][cH:10][c:11]([C:33](=[O:34])[O:35][CH3:36])[cH:12][c:13]3[n:14]3[c:15]2-[c:16]2[c:17]([cH:29][cH:30][cH:31][cH:32]2)[CH2:18][N:19]([CH2:24][CH2:25][N:26]([CH3:27])[CH3:28])[C:20](=[O:23])[CH2:21][CH2:22]3)[CH2:2][CH2:3][CH2:4][CH2:5][CH2:6]1.[Cl:41][CH2:42][Cl:43]>>[CH:1]1([c:7]2[c:8]3[cH:9][cH:10][c:11]([C:33](=[O:34])[OH:35])[cH:12][c:13]3[n:14]3[c:15]2-[c:16]2[c:17]([cH:29][cH:30][cH:31][cH:32]2)[CH2:18][N:19]([CH2:24][CH2:25][N:26]([CH3:27])[CH3:28])[C:20](=[O:23])[CH2:21][CH2:22]3)[CH2:2][CH2:3][CH2:4][CH2:5][CH2:6]1. The reactants are O=C([O-])[O-], Cc1nc2c(OCc3ccccc3)cc(Br)cc2n1C, CC(N)=O, ClCCl, [Cs+], [Cs+], C1COCCO1, O=C(C=Cc1ccccc1)C=Cc1ccccc1, O=C(C=Cc1ccccc1)C=Cc1ccccc1, O=C(C=Cc1ccccc1)C=Cc1ccccc1, [Pd], [Pd]. Yields the product CC(=O)Nc1cc(OCc2ccccc2)c2nc(C)n(C)c2c1. As a reaction SMILES: [C:25](=[O:26])([O-:27])[O-:28].[CH2:1]([c:2]1[cH:3][cH:4][cH:5][cH:6][cH:7]1)[O:8][c:9]1[cH:10][c:11]([Br:20])[cH:12][c:13]2[n:14]([CH3:19])[c:15]([CH3:18])[n:16][c:17]12.[CH3:21][C:22]([NH2:23])=[O:24].[Cl:31][CH2:32][Cl:33].[Cs+:29].[Cs+:30].[O:34]1[CH2:35][CH2:36][O:37][CH2:38][CH2:39]1.[O:42]=[C:43]([CH:44]=[CH:45][c:46]1[cH:47][cH:48][cH:49][cH:50][cH:51]1)[CH:52]=[CH:53][c:54]1[cH:55][cH:56][cH:57][cH:58][cH:59]1.[O:60]=[C:61]([CH:62]=[CH:63][c:64]1[cH:65][cH:66][cH:67][cH:68][cH:69]1)[CH:70]=[CH:71][c:72]1[cH:73][cH:74][cH:75][cH:76][cH:77]1.[O:78]=[C:79]([CH:80]=[CH:81][c:82]1[cH:83][cH:84][cH:85][cH:86][cH:87]1)[CH:88]=[CH:89][c:90]1[cH:91][cH:92][cH:93][cH:94][cH:95]1.[Pd:40].[Pd:41]>>[CH2:1]([c:2]1[cH:3][cH:4][cH:5][cH:6][cH:7]1)[O:8][c:9]1[cH:10][c:11]([NH:23][C:22]([CH3:21])=[O:24])[cH:12][c:13]2[n:14]([CH3:19])[c:15]([CH3:18])[n:16][c:17]12. Starting materials: N1(C=NC=C1)CCCCN1C(C2=CC=CC=C2C1=O)=O (N-[4-(1H-imidazol-1-yl)-butyl]isoindole-1,3(2H)-dione), O.NN (hydrazine hydrate), Cl (hydrochloric acid). Solvent: C(C)O (ethanol). Product: Cl.Cl.N1(C=NC=C1)CCCCN (1H-imidazole-1-butanamine dihydrochloride). Reaction SMILES: [N:1]1([CH2:6][CH2:7][CH2:8][CH2:9][N:10]2C(=O)C3C(=CC=CC=3)C2=O)[CH:5]=[CH:4][N:3]=[CH:2]1.O.NN.[ClH:24]>C(O)C>[ClH:24].[ClH:24].[N:1]1([CH2:6][CH2:7][CH2:8][CH2:9][NH2:10])[CH:5]=[CH:4][N:3]=[CH:2]1 |f:1.2,5.6.7|. Procedure details: A mixture of 10.0 g. of N-[4-(1H-imidazol-1-yl)-butyl]isoindole-1,3(2H)-dione, 1.97 ml. of hydrazine hydrate and 100 ml. of ethanol was heated at reflux for 3 hours and then cooled. A 160 ml. of portion of 3N hydrochloric acid was added, the mixture was heated at reflux for one hour and then concentrated. The residue was stirred with 150 ml. of 3N hydrochloric acid and then filtered. The mother liquor was concentrated to dryness, diluted with 10 ml. of ethanol and cooled, giving 1H-imidazole-1-b...